From a dataset of the Open Reaction Database (ORD), a public repository of structured organic reaction records. describe an organic reaction: reactants, conditions, products, and yield Starting materials: O=C(n1ccnc1)n1ccnc1, CN(C)C=O, COc1nc(N)c(Cl)cc1C(=O)O, CC(C)(C)OC(=O)N1CCC(CN)CC1, O. The product is COc1nc(N)c(Cl)cc1C(=O)NCC1CCN(C(=O)OC(C)(C)C)CC1. Reaction SMILES: [C:14]([n:15]1[cH:16][cH:17][n:18][cH:19]1)([n:20]1[cH:21][cH:22][n:23][cH:24]1)=[O:25].[CH3:42][N:43]([CH3:44])[CH:45]=[O:46].[NH2:1][c:2]1[c:3]([Cl:13])[cH:4][c:5]([C:10](=[O:11])[OH:12])[c:6]([O:8][CH3:9])[n:7]1.[NH2:26][CH2:27][CH:28]1[CH2:29][CH2:30][N:31]([C:34](=[O:35])[O:36][C:37]([CH3:38])([CH3:39])[CH3:40])[CH2:32][CH2:33]1.[OH2:41]>>[NH2:1][c:2]1[c:3]([Cl:13])[cH:4][c:5]([C:10](=[O:12])[NH:26][CH2:27][CH:28]2[CH2:29][CH2:30][N:31]([C:34](=[O:35])[O:36][C:37]([CH3:38])([CH3:39])[CH3:40])[CH2:32][CH2:33]2)[c:6]([O:8][CH3:9])[n:7]1. Reactants: CCOC(C)=O, CCCc1c(Cc2ccc(-c3ccccc3C#N)cc2)c(=O)n(CC(O)C2CCCCC2)c2nc(C)nn12, CC(C)(C)[Si](C)(C)OS(=O)(=O)C(F)(F)F, C1CCOC1, Cc1cccc(C)n1. The product is CCCc1c(Cc2ccc(-c3ccccc3C#N)cc2)c(=O)n(CC(O[Si](C)(C)C(C)(C)C)C2CCCCC2)c2nc(C)nn12. RXN SMILES: [CH3:67][CH2:68][O:69][C:70](=[O:71])[CH3:72].[CH:1]1([CH:7]([CH2:8][n:9]2[c:10]3[n:11]([c:12]([CH2:31][CH2:32][CH3:33])[c:13]([CH2:16][c:17]4[cH:18][cH:19][c:20](-[c:23]5[c:24]([C:29]#[N:30])[cH:25][cH:26][cH:27][cH:28]5)[cH:21][cH:22]4)[c:14]2=[O:15])[n:34][c:35]([CH3:37])[n:36]3)[OH:38])[CH2:2][CH2:3][CH2:4][CH2:5][CH2:6]1.[F:47][C:48]([F:49])([F:50])[S:51]([O:52][Si:53]([CH3:54])([CH3:55])[C:56]([CH3:57])([CH3:58])[CH3:59])(=[O:60])=[O:61].[O:62]1[CH2:63][CH2:64][CH2:65][CH2:66]1.[n:39]1[c:40]([CH3:41])[cH:42][cH:43][cH:44][c:45]1[CH3:46]>>[CH:1]1([CH:7]([CH2:8][n:9]2[c:10]3[n:11]([c:12]([CH2:31][CH2:32][CH3:33])[c:13]([CH2:16][c:17]4[cH:18][cH:19][c:20](-[c:23]5[c:24]([C:29]#[N:30])[cH:25][cH:26][cH:27][cH:28]5)[cH:21][cH:22]4)[c:14]2=[O:15])[n:34][c:35]([CH3:37])[n:36]3)[O:38][Si:53]([CH3:54])([CH3:55])[C:56]([CH3:57])([CH3:58])[CH3:59])[CH2:2][CH2:3][CH2:4][CH2:5][CH2:6]1. Starting materials: C1(=CC=CC=C1)C (toluene), C1(=CC=CC=C1)P(C1=CC=CC=C1)C1=CC=CC=C1 (triphenyIphosphine), CN(C)C=O (DMF), C(C)N(CCN1C(C(C2=C(C=C(C=C12)I)Cl)(C1=C(C=CC=C1)Cl)O)=O)CC (1-(2-diethylaminoethyl)-3-hydroxy-3-(2-chlorophenyl)-4-chloro-6-iodooxindole). Reagents/catalysts: [C-]#N.[C-]#N.[Zn+2] (Zn(CN)2). Solvent: CCOC(=O)C (EtOAc). Conditions: time 30 minute. Product: C(C)N(CCN1C(C(C2=C(C=C(C=C12)C#N)Cl)(O)C1=C(C=CC=C1)Cl)=O)CC (1-(2-Diethylaminoethyl)-3-(2-chlorophenyl)-3-hydroxy-4-chloro-6-cyanooxindole). As a reaction SMILES: C1(P(C2C=CC=CC=2)C2C=CC=CC=2)C=CC=CC=1.[CH3:20][N:21](C=O)C.[CH2:25]([N:27]([CH2:50][CH3:51])[CH2:28][CH2:29][N:30]1[C:38]2[C:33](=[C:34]([Cl:40])[CH:35]=[C:36](I)[CH:37]=2)[C:32]([OH:48])([C:41]2[CH:46]=[CH:45][CH:44]=[CH:43][C:42]=2[Cl:47])[C:31]1=[O:49])[CH3:26].C1(C)C=CC=CC=1>CCOC(C)=O.[C-]#N.[C-]#N.[Zn+2]>[CH2:25]([N:27]([CH2:50][CH3:51])[CH2:28][CH2:29][N:30]1[C:38]2[C:33](=[C:34]([Cl:40])[CH:35]=[C:36]([C:20]#[N:21])[CH:37]=2)[C:32]([C:41]2[CH:46]=[CH:45][CH:44]=[CH:43][C:42]=2[Cl:47])([OH:48])[C:31]1=[O:49])[CH3:26] |f:5.6.7|. Procedure: To Pd2(dba)3CHCl3 (5.69 mg, 5 mol %) and triphenyIphosphine (5.76 mg, 20 mol %) under a nitrogen atmosphere was added anhydrous DMF (0.5 mL). The mixture was stirred at room temperature for 30 minutes to give orange/yellow mixture. To this was then added 1-(2-diethylaminoethyl)-3-hydroxy-3-(2-chlorophenyl)-4-chloro-6-iodooxindole (57.0 mg, 1.1×10−4 mol) followed by Zn(CN)2 (17.2 mg, 0.8 eq., 60%). The resulting suspension was heated to 60° C. (bath temperature) and stirred at that temperature fo... Reactants: Cc1cccc(C)c1N(C(=O)Cc1ccccc1)C1CCNCC1, [I-], CCI, [K+], [Na+], [Na+], O=C([O-])[O-], c1ccccc1. The product is CCN1CCC(N(C(=O)Cc2ccccc2)c2c(C)cccc2C)CC1. RXN SMILES: [CH3:4][c:5]1[c:6]([N:12]([C:13]([CH2:14][c:15]2[cH:16][cH:17][cH:18][cH:19][cH:20]2)=[O:21])[CH:22]2[CH2:23][CH2:24][NH:25][CH2:26][CH2:27]2)[c:7]([CH3:11])[cH:8][cH:9][cH:10]1.[I-:35].[I:1][CH2:2][CH3:3].[K+:34].[Na+:28].[Na+:29].[O-:30][C:31](=[O:32])[O-:33].[cH:36]1[cH:37][cH:38][cH:39][cH:40][cH:41]1>>[CH2:2]([CH3:3])[N:25]1[CH2:24][CH2:23][CH:22]([N:12]([c:6]2[c:5]([CH3:4])[cH:10][cH:9][cH:8][c:7]2[CH3:11])[C:13]([CH2:14][c:15]2[cH:16][cH:17][cH:18][cH:19][cH:20]2)=[O:21])[CH2:27][CH2:26]1. Starting materials: OC1=C(C(N(C2=NC=CC=C12)C1=CC=CC=C1)=O)CC=C (4-hydroxy-1-phenyl-3-(2-propenyl)-1,8-naphthyridin-2(1H)-one), S(=O)([O-])[O-].[Na+].[Na+] (sodium sulfite), Cl(=O)(=O)(=O)O (perchloric acid), IN1C(CCC1=O)=O (N-iodo-succinimide). Solvent: O (water), O1CCCC1 (tetrahydrofuran). The product is ICC1CC2=C(N(C3=NC=CC=C3C2=O)C2=CC=CC=C2)O1 (3,9-DIHYDRO-2-(IODOMETHYL)-9-PHENYL-FURO(2,3-b)-1,8-NAPHTHYRIDIN-4(2H)-ONE). RXN SMILES: [OH:1][C:2]1[C:11]2[C:6](=[N:7][CH:8]=[CH:9][CH:10]=2)[N:5]([C:12]2[CH:17]=[CH:16][CH:15]=[CH:14][CH:13]=2)[C:4](=[O:18])[C:3]=1[CH2:19][CH:20]=[CH2:21].Cl(O)(=O)(=O)=O.[I:27]N1C(=O)CCC1=O.S([O-])([O-])=O.[Na+].[Na+]>O.O1CCCC1>[I:27][CH2:21][CH:20]1[O:18][C:4]2[N:5]([C:12]3[CH:13]=[CH:14][CH:15]=[CH:16][CH:17]=3)[C:6]3[C:11]([C:2](=[O:1])[C:3]=2[CH2:19]1)=[CH:10][CH:9]=[CH:8][N:7]=3 |f:3.4.5|. Procedure details: To a solution of 4.0 g. (0.014 moles) of 4-hydroxy-1-phenyl-3-(2-propenyl)-1,8-naphthyridin-2(1H)-one in 380 ml. of tetrahydrofuran, there is added, dropwise, with stirring at 3°-5° C., 4.0 g. of 70% perchloric acid in 11.5 ml. of water, followed by the slow addition of 10.2 g. of N-iodo-succinimide over a period of 45 minutes. The reaction is stirred at room temperature for three hours, treated with a saturated solution of sodium sulfite, and extracted with 2×250 ml. of ether. The organic layer... Reactants: C(C1=CC=CC=C1)OC(=O)NC1CC(CCC1)C(=O)O (3-Benzyloxycarbonylamino-cyclohexanecarboxylic acid), TEA, C=1C=CC2=C(C1)N=NN2O (HOBt), NC=1C(N(C=CC1N)CC1=CC=CC=C1)=O (3,4-diamino-1-benzyl-1H-pyridin-2-one), CCN=C=NCCCN(C)C (EDCI), C(C1=CC=CC=C1)OC(NC1CC(CCC1)C(NC=1C(N(C=CC1N)CC1=CC=CC=C1)=O)=O)=O ([3-(4-amino-1-benzyl-2-oxo-1,2-dihydro-pyridin-3-ylcarbamoyl)-cyclohexyl]-carbamic acid benzyl ester), C(C)(=O)O (acetic acid). Run in CN(C)C=O (DMF), O (water). Reaction conditions: temperature 0 celsius. Yields the product C(C1=CC=CC=C1)OC(NC1CC(CCC1)C1=NC2=C(C(N(C=C2)CC2=CC=CC=C2)=O)N1)=O ([3-(5-benzyl-4-oxo-4,5-dihydro-3H-imidazo[4,5-c]pyridin-2-yl)-cyclohexyl]-carbamic acid benzyl ester). Isolated yield 45.6%. As a reaction SMILES: C(OC(NC1CCCC(C(O)=O)C1)=O)C1C=CC=CC=1.C1C=CC2N(O)N=NC=2C=1.NC1C(=O)N(CC2C=CC=CC=2)C=CC=1N.CCN=C=NCCCN(C)C.[CH2:58]([O:65][C:66](=[O:92])[NH:67][CH:68]1[CH2:73][CH2:72][CH2:71][CH:70]([C:74](=O)[NH:75][C:76]2[C:77](=[O:90])[N:78]([CH2:83][C:84]3[CH:89]=[CH:88][CH:87]=[CH:86][CH:85]=3)[CH:79]=[CH:80][C:81]=2[NH2:82])[CH2:69]1)[C:59]1[CH:64]=[CH:63][CH:62]=[CH:61][CH:60]=1.C(O)(=O)C>CN(C=O)C.O>[CH2:58]([O:65][C:66](=[O:92])[NH:67][CH:68]1[CH2:73][CH2:72][CH2:71][CH:70]([C:74]2[NH:75][C:76]3[C:77](=[O:90])[N:78]([CH2:83][C:84]4[CH:89]=[CH:88][CH:87]=[CH:86][CH:85]=4)[CH:79]=[CH:80][C:81]=3[N:82]=2)[CH2:69]1)[C:59]1[CH:64]=[CH:63][CH:62]=[CH:61][CH:60]=1. Reported procedure: 3-Benzyloxycarbonylamino-cyclohexanecarboxylic acid (0.52 g, 1.86 mmol), TEA (0.41 g, 4.09 mmol), and HOBt (0.50 g, 3.72 mmol) were added sequentially to a solution of 3,4-diamino-1-benzyl-1H-pyridin-2-one (0.40 g, 1.86 mmol) in DMF (15 mL) at room temp. After the solution was cooled to 0° C., EDCI (0.71 g, 3.72 mmol) was added and the resulting solution was allowed to stir, with warming to room temp, for 17 h. The reaction mixture was diluted with water (10 mL) extracted with CH2Cl2, dried with...